This data is from the Open Reaction Database (ORD), a public repository of structured organic reaction records. The task is: describe an organic reaction: reactants, conditions, products, and yield Starting materials: [OH-].[Na+] (sodium hydroxide), [I-].ClC1=C(C(=CC=C1)Cl)CC(C[N+](C)(C)C)C(=O)OC ([3-(2,6-dichlorophenyl)-2-methoxycarbonylpropyl]-trimethyl-ammonium iodide). The solvent is CO (methanol). Yields the product ClC1=C(C(=CC=C1)Cl)CC(C(=O)O)=C (2,6-dichloro-α-methylenebenzene propanoic acid). The yield is 112.3%. Reaction SMILES: [OH-].[Na+].[I-].[Cl:4][C:5]1[CH:10]=[CH:9][CH:8]=[C:7]([Cl:11])[C:6]=1[CH2:12][CH:13]([C:19]([O:21]C)=[O:20])[CH2:14][N+](C)(C)C>CO>[Cl:4][C:5]1[CH:10]=[CH:9][CH:8]=[C:7]([Cl:11])[C:6]=1[CH2:12][C:13](=[CH2:14])[C:19]([OH:21])=[O:20] |f:0.1,2.3|. Procedure details: Under an inert atmosphere, 120 ml of 2N sodium hydroxide were added to 53.3 g of the product of Step B in suspension in 500 ml of methanol. After refluxing the mixture for 2 hours, the solvents were eliminated under reduced pressure, and the residual aqueous phase was extracted with ether. After acidifying with 5N hydrochloric acid, extraction was done again with ether and then with ethyl acetate. The combined organic phases were dried, and the solvents were eliminated under reduced pressure to ... The reactants are C(C)(C)C1=CC2=C(NC3=C(N=C2N2C[C@@H](NCC2)CCOC)C=CC=C3)C=C1 ((S)-2-isopropyl-11-[3-(2-methoxy-ethyl)-piperazin-1-yl]-5H-dibenzo[b,e][1,4]diazepine), C([O-])(O)=O.[Na+] (sodium bicarbonate), ClCCCl (1,2-dichloroethane), C=O (formaldehyde), C(C)(=O)O[BH-](OC(C)=O)OC(C)=O.[Na+] (sodium triacetoxy borohydride). Conditions: time 10 minute. Yields the product Cl.Cl.C(C)(C)C1=CC2=C(NC3=C(N=C2N2C[C@@H](N(CC2)C)CCOC)C=CC=C3)C=C1 ((S)-2-Isopropyl-11-[3-(2-methoxy-ethyl)-4-methyl-piperazin-1-yl]-5H-dibenzo[b,e][1,4]diazepine dihydrochloride). As a reaction SMILES: [CH:1]([C:4]1[CH:28]=[CH:27][C:7]2[NH:8][C:9]3[CH:26]=[CH:25][CH:24]=[CH:23][C:10]=3[N:11]=[C:12]([N:13]3[CH2:18][CH2:17][NH:16][C@@H:15]([CH2:19][CH2:20][O:21][CH3:22])[CH2:14]3)[C:6]=2[CH:5]=1)([CH3:3])[CH3:2].C=O.[C:31](O[BH-](OC(=O)C)OC(=O)C)(=O)C.[Na+].C(=O)(O)[O-].[Na+].[Cl:50]CCCl>>[ClH:50].[ClH:50].[CH:1]([C:4]1[CH:28]=[CH:27][C:7]2[NH:8][C:9]3[CH:26]=[CH:25][CH:24]=[CH:23][C:10]=3[N:11]=[C:12]([N:13]3[CH2:18][CH2:17][N:16]([CH3:31])[C@@H:15]([CH2:19][CH2:20][O:21][CH3:22])[CH2:14]3)[C:6]=2[CH:5]=1)([CH3:3])[CH3:2] |f:2.3,4.5,7.8.9|. Reported procedure: Combine (S)-2-isopropyl-11-[3-(2-methoxy-ethyl)-piperazin-1-yl]-5H-dibenzo[b,e][1,4]diazepine (0.405 g, 1.07 mmol) and 37% formaldehyde solution (0.1 mL, 1.12 mmol) in 1,2-dichloroethane (25 mL). Stir for 10 minutes and add sodium triacetoxy borohydride (0.343 g, 1.60 mmol). Stir an additional 30 minutes and then pour solution onto saturated sodium bicarbonate solution. Extract with methylene chloride to give 0.489 g of the crude product. Silica gel chromatography, eluting with methylene chlorid... Reactants: N[C@@H](CC(C)C)C(=O)[C@H]1[C@@](O[C@@H]([C@H]([C@@H]1O)O)CO)(N(C(CCCCCCC\C=C/CCCCCCCC)=O)CCCCCCCCCCCCCC)N (N-(2-L-leucyl-amino-2-deoxy-β-D-glucopyranosyl)-N-tetradecyl-oleamide), C(C)(C)(C)OC(=O)NCC(=O)O (N-tert-butyloxycarbonyl-glycine). Run in O1CCCC1 (tetrahydrofuran). Yields the product C(C)(C)(C)OC(=O)NCC(=O)N[C@@H](CC(C)C)C(=O)[C@H]1[C@@](O[C@@H]([C@H]([C@@H]1O)O)CO)(N(C(CCCCCCC\C=C/CCCCCCCC)=O)CCCCCCCCCCCCCC)N (N-[2-(N-tert-Butyloxycarbonyl-glycyl-L-leucyl)-amino-2-deoxy-β-D-glucopyranosyl]-N-tetradecyl-oleamide). Yield: 79.0%. As a reaction SMILES: [NH2:1][C@H:2]([C:7]([C@@H:9]1[C@@H:14]([OH:15])[C@H:13]([OH:16])[C@@H:12]([CH2:17][OH:18])[O:11][C@@:10]1([NH2:53])[N:19]([CH2:39][CH2:40][CH2:41][CH2:42][CH2:43][CH2:44][CH2:45][CH2:46][CH2:47][CH2:48][CH2:49][CH2:50][CH2:51][CH3:52])[C:20](=[O:38])[CH2:21][CH2:22][CH2:23][CH2:24][CH2:25][CH2:26][CH2:27]/[CH:28]=[CH:29]\[CH2:30][CH2:31][CH2:32][CH2:33][CH2:34][CH2:35][CH2:36][CH3:37])=[O:8])[CH2:3][CH:4]([CH3:6])[CH3:5].[C:54]([O:58][C:59]([NH:61][CH2:62][C:63](O)=[O:64])=[O:60])([CH3:57])([CH3:56])[CH3:55]>O1CCCC1>[C:54]([O:58][C:59]([NH:61][CH2:62][C:63]([NH:1][C@H:2]([C:7]([C@@H:9]1[C@@H:14]([OH:15])[C@H:13]([OH:16])[C@@H:12]([CH2:17][OH:18])[O:11][C@@:10]1([NH2:53])[N:19]([CH2:39][CH2:40][CH2:41][CH2:42][CH2:43][CH2:44][CH2:45][CH2:46][CH2:47][CH2:48][CH2:49][CH2:50][CH2:51][CH3:52])[C:20](=[O:38])[CH2:21][CH2:22][CH2:23][CH2:24][CH2:25][CH2:26][CH2:27]/[CH:28]=[CH:29]\[CH2:30][CH2:31][CH2:32][CH2:33][CH2:34][CH2:35][CH2:36][CH3:37])=[O:8])[CH2:3][CH:4]([CH3:5])[CH3:6])=[O:64])=[O:60])([CH3:57])([CH3:56])[CH3:55]. Procedure: from N-(2-L-leucyl-amino-2-deoxy-β-D-glucopyranosyl)-N-tetradecyl-oleamide and N-tert-butyloxycarbonyl-glycine. Yield 79%. [α]D =-1.4° (c=0.87, tetrahydrofuran). The reactants are C(C)OC(=O)C=1N(C(=C(C1C1=CC=C(C=C1)OC1=C(C=CC=C1)[N+](=O)[O-])C#N)CC)C (4-cyano-5-ethyl-3-[4-(2-nitro-phenoxy)-phenyl]-1-methyl-1H-pyrole-2-carboxylic acid ethyl ester), O.O.[Sn](Cl)Cl (tin(II) chloride dihydrate). Run in C(C)(=O)OCC (ethyl acetate), C(C)O (ethanol). Conditions: time 3 hour. Product: C(C)OC(=O)C=1N(C(=C(C1C1=CC=C(C=C1)OC1=C(C=CC=C1)N)C#N)CC)C (4-cyano-5-ethyl-3-[4-(2-amino-phenoxy)-phenyl]-1-methyl-1H-pyrrole-2-carboxylic acid ethyl ester). As a reaction SMILES: [CH2:1]([O:3][C:4]([C:6]1[N:7]([CH3:31])[C:8]([CH2:29][CH3:30])=[C:9]([C:27]#[N:28])[C:10]=1[C:11]1[CH:16]=[CH:15][C:14]([O:17][C:18]2[CH:23]=[CH:22][CH:21]=[CH:20][C:19]=2[N+:24]([O-])=O)=[CH:13][CH:12]=1)=[O:5])[CH3:2].O.O.[Sn](Cl)Cl>C(O)C.C(OCC)(=O)C>[CH2:1]([O:3][C:4]([C:6]1[N:7]([CH3:31])[C:8]([CH2:29][CH3:30])=[C:9]([C:27]#[N:28])[C:10]=1[C:11]1[CH:12]=[CH:13][C:14]([O:17][C:18]2[CH:23]=[CH:22][CH:21]=[CH:20][C:19]=2[NH2:24])=[CH:15][CH:16]=1)=[O:5])[CH3:2] |f:1.2.3|. Procedure: Combine 4-cyano-5-ethyl-3-[4-(2-nitro-phenoxy)-phenyl]-1-methyl-1H-pyrole-2-carboxylic acid ethyl ester (prepared in example E-230) and tin(II) chloride dihydrate (5 Eq.) in absolute ethanol (20 mL), and heat at reflux with stirring under a nitrogen atmosphere for 3 hours. Cool the reaction mixture to room temperature and dilute with ethyl acetate. Wash the organic layer with water, dry over potassium carbonate, filter, and concentrate under reduced vacuum. Purify the material by silica gel chro... The reactants are COc1ccc(COCC(C)C(O[Si](C)(C)C(C)(C)C)C(C)CCCO[Si](C)(C)C(C)(C)C)cc1, ClCCl, N#CC1=C(C#N)C(=O)C(Cl)=C(Cl)C1=O, O. Product: CC(CO)C(O[Si](C)(C)C(C)(C)C)C(C)CCCO[Si](C)(C)C(C)(C)C. Reaction SMILES: [C:1]([CH3:2])([CH3:3])([CH3:4])[Si:5]([O:6][CH:7]([CH:8]([CH2:9][O:10][CH2:11][c:12]1[cH:13][cH:14][c:15]([O:16][CH3:17])[cH:18][cH:19]1)[CH3:20])[CH:21]([CH2:22][CH2:23][CH2:24][O:25][Si:26]([CH3:27])([CH3:28])[C:29]([CH3:30])([CH3:31])[CH3:32])[CH3:33])([CH3:34])[CH3:35].[Cl:36][CH2:37][Cl:38].[Cl:39][C:40]1=[C:51]([Cl:52])[C:49](=[O:50])[C:46]([C:47]#[N:48])=[C:43]([C:44]#[N:45])[C:41]1=[O:42].[OH2:53]>>[C:1]([CH3:2])([CH3:3])([CH3:4])[Si:5]([O:6][CH:7]([CH:8]([CH2:9][OH:10])[CH3:20])[CH:21]([CH2:22][CH2:23][CH2:24][O:25][Si:26]([CH3:27])([CH3:28])[C:29]([CH3:30])([CH3:31])[CH3:32])[CH3:33])([CH3:34])[CH3:35].